Dataset: the Open Reaction Database (ORD), a public repository of structured organic reaction records. Task: describe an organic reaction: reactants, conditions, products, and yield Starting materials: C(F)(F)(F)COS(=O)(=O)C(F)(F)F (CF3CH2OTf), C[C@@H]1[C@@H](CC(C(N1)=O)NC(OC(C)(C)C)=O)C1=C(C=CC=C1)C (tert-Butyl ((5S,6R)-6-methyl-2-oxo-5-(o-tolyl)piperidin-3-yl)carbamate), CN1CCCN(C1=O)C (DMPU), C(C)(C)(C)O[Li] (tert-BuOLi). Run in C1CCOC1 (THF). Run at temperature 22.5 celsius, time 24 hour. Yields the product C[C@@H]1[C@@H](CC(C(N1CC(F)(F)F)=O)NC(OC(C)(C)C)=O)C1=C(C=CC=C1)C (tert-Butyl ((5S,6R)-6-methyl-2-oxo-5-(o-tolyl)-1-(2,2,2-trifluoroethyl)piperidin-3-yl)carbamate). Yield: 76.1%. As a reaction SMILES: [CH3:1][C@H:2]1[NH:7][C:6](=[O:8])[CH:5]([NH:9][C:10](=[O:16])[O:11][C:12]([CH3:15])([CH3:14])[CH3:13])[CH2:4][C@H:3]1[C:17]1[CH:22]=[CH:21][CH:20]=[CH:19][C:18]=1[CH3:23].CN1C(=O)N(C)CCC1.C(O[Li])(C)(C)C.[C:39]([CH2:43]OS(C(F)(F)F)(=O)=O)([F:42])([F:41])[F:40]>C1COCC1>[CH3:1][C@H:2]1[N:7]([CH2:43][C:39]([F:42])([F:41])[F:40])[C:6](=[O:8])[CH:5]([NH:9][C:10](=[O:16])[O:11][C:12]([CH3:15])([CH3:13])[CH3:14])[CH2:4][C@H:3]1[C:17]1[CH:22]=[CH:21][CH:20]=[CH:19][C:18]=1[CH3:23]. Procedure: To a solution of 37 (50 g, 0.164 mol) and DMPU (25 g, 0.2 mol) in THF (500 mL) was added tert-BuOLi (16.5 g, 0.2 mol) in portions at 20° C. for 0.5 h. After the mixture was degassed for 30 min at 20° C., CF3CH2OTf (45.8 g, 0.2 mol) was added at 20-25° C. The reaction was stirred for 24 h at 20-25° C. After the reaction was complete, the mixture was quenched by water, and then partitioned with water and EtOAc. The organic solution was dried over Na2SO4 and concentrated. The crude residual was fur...